From a dataset of the Open Reaction Database (ORD), a public repository of structured organic reaction records. describe an organic reaction: reactants, conditions, products, and yield Reactants: O=C1NC=CC2=C1C(=NN2C2CCC(CC2)=O)C=2C=C(SC2)C(=O)N (4-(4-oxo-1-(4-oxocyclohexyl)-4,5-dihydro-1H-pyrazolo[4,3-c]pyridin-3-yl)thiophene-2-carboxamide), phenyllithium butyl ether, Cl (hydrochloric acid). Run in C1CCOC1 (THF). Run at time 8 hour. Yields the product OC1(CCC(CC1)N1N=C(C=2C(NC=CC21)=O)C=2C=C(SC2)C(=O)N)C2=CC=CC=C2 (4-(1-(4-hydroxy-4-phenylcyclohexyl)-4-oxo-4,5-dihydro-1H-pyrazolo[4,3-c]pyridin-3-yl)thiophene-2-carboxamide). The yield is 61.2%. Reaction SMILES: [O:1]=[C:2]1[C:7]2[C:8]([C:18]3[CH:19]=[C:20]([C:23]([NH2:25])=[O:24])[S:21][CH:22]=3)=[N:9][N:10]([CH:11]3[CH2:16][CH2:15][C:14](=[O:17])[CH2:13][CH2:12]3)[C:6]=2[CH:5]=[CH:4][NH:3]1.Cl>C1COCC1>[OH:17][C:14]1([C:11]2[CH:16]=[CH:15][CH:14]=[CH:13][CH:12]=2)[CH2:13][CH2:12][CH:11]([N:10]2[C:6]3[CH:5]=[CH:4][NH:3][C:2](=[O:1])[C:7]=3[C:8]([C:18]3[CH:19]=[C:20]([C:23]([NH2:25])=[O:24])[S:21][CH:22]=3)=[N:9]2)[CH2:16][CH2:15]1. Procedure details: To a solution of 4-(4-oxo-1-(4-oxocyclohexyl)-4,5-dihydro-1H-pyrazolo[4,3-c]pyridin-3-yl)thiophene-2-carboxamide (30.0 mg) obtained in Example 170 in THF (10 mL) was added dropwise 1.6 M phenyllithium butyl ether solution (0.210 mL) at −78° C., and the mixture was stirred overnight at room temperature. To the reaction mixture was added dropwise 1N hydrochloric acid at 0° C., and the mixture was extracted with ethyl acetate. The organic layer was washed with saturated aqueous sodium hydrogencarbo...